This data is from the Open Reaction Database (ORD), a public repository of structured organic reaction records. The task is: describe an organic reaction: reactants, conditions, products, and yield The reactants are C[C@H]1O[C@H](CC(C1)NC(OC(C)(C)C)=O)C (tert-butyl (2R,65)-2,6-dimethyltetrahydro-2H-pyran-4-ylcarbamate), Cl (HCl). Solvent: O1CCOCC1 (1,4-dioxane). Run at time 2 hour. Yields the product C[C@H]1O[C@H](CC(C1)N)C ((2R,6S)-2,6-dimethyltetrahydro-2H-pyran-4-amine), Cl (HCl). Reaction SMILES: [CH3:1][C@@H:2]1[CH2:7][CH:6]([NH:8]C(=O)OC(C)(C)C)[CH2:5][C@H:4]([CH3:16])[O:3]1.[ClH:17]>O1CCOCC1>[CH3:1][C@@H:2]1[CH2:7][CH:6]([NH2:8])[CH2:5][C@H:4]([CH3:16])[O:3]1.[ClH:17]. Reported procedure: To tert-butyl (2R,65)-2,6-dimethyltetrahydro-2H-pyran-4-ylcarbamate (crude, 0.6 g) was added 4M HCl in 1,4-dioxane (15 ml) at r.t. It was stirred further at room temperature for 2 h, at which time LC/MS analysis confirmed full consumption of starting material. Solvent was removed in vacuo to get the desired (2R,6S)-2,6-dimethyltetrahydro-2H-pyran-4-amine as an HCl salt. Starting materials: Cn1ccc(NC(=O)c2cc(O)c3c(c2)OC(C(F)F)C3)n1, O=C(c1ccc(F)cc1)N1CCC1. Product: Cn1ccc(NC(=O)c2cc(Oc3ccc(C(=O)N4CCC4)cc3)c3c(c2)OC(C(F)F)C3)n1. Reaction SMILES: [CH3:14][n:15]1[n:16][c:17]([NH:20][C:21](=[O:22])[c:23]2[cH:24][c:25]3[c:26]([c:33]([OH:35])[cH:34]2)[CH2:27][CH:28]([CH:30]([F:31])[F:32])[O:29]3)[cH:18][cH:19]1.[N:1]1([C:5](=[O:6])[c:7]2[cH:8][cH:9][c:10]([F:13])[cH:11][cH:12]2)[CH2:2][CH2:3][CH2:4]1>>[N:1]1([C:5](=[O:6])[c:7]2[cH:8][cH:9][c:10]([O:35][c:33]3[c:26]4[c:25]([cH:24][c:23]([C:21]([NH:20][c:17]5[n:16][n:15]([CH3:14])[cH:19][cH:18]5)=[O:22])[cH:34]3)[O:29][CH:28]([CH:30]([F:31])[F:32])[CH2:27]4)[cH:11][cH:12]2)[CH2:2][CH2:3][CH2:4]1. Reactants: C(C(=O)O)(=O)O (oxalic acid), N1(CCCC1)CC=1C=C(OCCCN)C=CC1 (3-(3-pyrrolidinomethylphenoxy)propylamine), N1=CC=CC=C1 (pyridine), Cl.[Cl-].C(C1=C[N+](=CC=C1)[O-])(=O)O (nicotinic acid 1-oxide chloride hydrochloride). The solvent is C(C)O (ethanol), C(Cl)Cl (methylene chloride). Conditions: temperature 0 celsius. The product is C(C(=O)O)(=O)O.N1(CCCC1)CC=1C=C(OCCCNC(=O)C=2C=[N+](C=CC2)[O-])C=CC1.C(C(=O)O)(=O)O.C(C(=O)O)(=O)O.N1(CCCC1)CC=1C=C(OCCCNC(=O)C=2C=[N+](C=CC2)[O-])C=CC1 (N-[3-(3-pyrrolidinomethylphenoxy)propyl]3-pyridinecarboxamide 1-oxide sesquioxalate). The yield is 30.0%. RXN SMILES: [N:1]1([CH2:6][C:7]2[CH:8]=[C:9]([CH:15]=[CH:16][CH:17]=2)[O:10][CH2:11][CH2:12][CH2:13][NH2:14])[CH2:5][CH2:4][CH2:3][CH2:2]1.N1C=CC=CC=1.Cl.[Cl-].[C:26]([OH:35])(=[O:34])[C:27]1[CH:32]=[CH:31][CH:30]=[N+:29]([O-:33])[CH:28]=1.[C:36]([OH:41])(=[O:40])[C:37]([OH:39])=[O:38]>C(Cl)Cl.C(O)C>[C:36]([OH:41])(=[O:40])[C:37]([OH:39])=[O:38].[N:1]1([CH2:6][C:7]2[CH:8]=[C:9]([CH:15]=[CH:16][CH:17]=2)[O:10][CH2:11][CH2:12][CH2:13][NH:14][C:26]([C:27]2[CH:28]=[N+:29]([O-:33])[CH:30]=[CH:31][CH:32]=2)=[O:34])[CH2:2][CH2:3][CH2:4][CH2:5]1.[C:36]([OH:41])(=[O:40])[C:37]([OH:39])=[O:38].[C:36]([OH:41])(=[O:40])[C:37]([OH:39])=[O:38].[N:1]1([CH2:6][C:7]2[CH:8]=[C:9]([CH:15]=[CH:16][CH:17]=2)[O:10][CH2:11][CH2:12][CH2:13][NH:14][C:26]([C:27]2[CH:28]=[N+:29]([O-:33])[CH:30]=[CH:31][CH:32]=2)=[O:35])[CH2:2][CH2:3][CH2:4][CH2:5]1 |f:2.3.4,8.9.10.11.12|. Reported procedure: To a mixture of 0.03 mol of 3-(3-pyrrolidinomethylphenoxy)propylamine and 0.095 mol of pyridine in 100 ml of methylene chloride, stirred at 0° C., 0.047 mol of nicotinic acid 1-oxide chloride hydrochloride is added portionwise, then the resulting mixture is stirred 1 hour at room temperature and the solvent is evaporated off under reduced pressure. The residue is taken up with N hydrochloric acid and the salts obtained are eliminated by filtration, then the solution is extracted 3 times with 100... Reactants: COc1ccc([N+](=O)[O-])cc1Br, CCCO, Cl, NCc1ccc(B(O)O)cc1, O, c1ccc(P(c2ccccc2)c2ccccc2)cc1. The product is COc1ccc([N+](=O)[O-])cc1-c1ccc(CN)cc1. RXN SMILES: [Br:1][c:2]1[c:3]([O:11][CH3:12])[cH:4][cH:5][c:6]([N+:8](=[O:9])[O-:10])[cH:7]1.[CH2:45]([OH:46])[CH2:47][CH3:48].[ClH:13].[NH2:14][CH2:15][c:16]1[cH:17][cH:18][c:19]([B:22]([OH:23])[OH:24])[cH:20][cH:21]1.[OH2:44].[c:25]1([P:26]([c:27]2[cH:28][cH:29][cH:30][cH:31][cH:32]2)[c:33]2[cH:34][cH:35][cH:36][cH:37][cH:38]2)[cH:39][cH:40][cH:41][cH:42][cH:43]1>>[c:2]1(-[c:19]2[cH:18][cH:17][c:16]([CH2:15][NH2:14])[cH:21][cH:20]2)[c:3]([O:11][CH3:12])[cH:4][cH:5][c:6]([N+:8](=[O:9])[O-:10])[cH:7]1. Reaction SMILES: [Ag+:39].[CH2:9]([CH3:10])[C:11]([CH2:12][OH:13])([CH2:14][OH:15])[CH2:16][CH3:17].[Cl:1][c:2]1[n:3][n:4][c:5]([Cl:8])[cH:6][cH:7]1.[N+:35]([O-:36])([O-:37])=[O:38].[NH4+:33].[NH4+:34].[OH2:40].[S:18](=[O:19])(=[O:20])([OH:21])[OH:22].[S:23]([O:24][O:25][S:26]([O-:27])(=[O:28])=[O:29])([O-:30])(=[O:31])=[O:32]>>[Cl:1][c:2]1[n:3][n:4][c:5]([Cl:8])[cH:6][c:7]1[C:11]([CH2:9][CH3:10])([CH2:12][OH:13])[CH2:16][CH3:17]. Starting materials: [Ag+], CCC(CC)(CO)CO, Clc1ccc(Cl)nn1, O=[N+]([O-])[O-], [NH4+], [NH4+], O, O=S(=O)(O)O, O=S(=O)([O-])OOS(=O)(=O)[O-]. Yields the product CCC(CC)(CO)c1cc(Cl)nnc1Cl.